Dataset: the Open Reaction Database (ORD), a public repository of structured organic reaction records. Task: describe an organic reaction: reactants, conditions, products, and yield Reactants: [H-].[Na+] (Sodium hydride), N1N=CN=C1 (1,2,4-Triazole), FC1=C(C=C(C=C1)F)[C@@]1(OC1)[C@H](C)O (1(S)-[2(S)-(2,5-Difluoro-phenyl)-oxiranyl]-ethanol). The solvent is CN(C)C=O (DMF), CN(C)C=O (DMF). Conditions: temperature 70 celsius. Yields the product FC1=C(C=C(C=C1)F)[C@@](CN1N=CN=C1)([C@@H](C)O)O ((2R,3R)-2-(2,5-Difluoro-phenyl)-1-[1,2,4]-triazol-1-yl-butane-2,3-diol). Yield: 74.3%. RXN SMILES: [NH:1]1[CH:5]=[N:4][CH:3]=[N:2]1.[H-].[Na+].[F:8][C:9]1[CH:14]=[CH:13][C:12]([F:15])=[CH:11][C:10]=1[C@@:16]1([C@@H:19]([OH:21])[CH3:20])[CH2:18][O:17]1>CN(C=O)C>[F:8][C:9]1[CH:14]=[CH:13][C:12]([F:15])=[CH:11][C:10]=1[C@:16]([OH:17])([C@H:19]([OH:21])[CH3:20])[CH2:18][N:1]1[CH:5]=[N:4][CH:3]=[N:2]1 |f:1.2|. Procedure: 1,2,4-Triazole (7 mg; 0.1 mmol) is dissolved in DMF (0.5 ml). Sodium hydride (4.4 mg; 60% suspension in paraffin; 0.1 mmol) is added and the reaction mixture is heated to 70° C. for one hour. The reaction mixture is cooled to room temperature and 1(S)-[2(S)-(2,5-Difluoro-phenyl)-oxiranyl]-ethanol (5 mg; 0.025 mmol from example 8) dissolved in DMF (0.5 ml) is added slowly. The reaction mixture is then heated to 70° C. for three hours. The solvent is evaporated. The residue is taken-up in ethyl ac... Reactants: [Al+3], [H-], [H-], [H-], [H-], [Li+], COC(=O)c1cccc(-c2c(C)cc(OC3CCS(=O)(=O)CC3)cc2C)c1, C1CCOC1. Product: Cc1cc(OC2CCS(=O)(=O)CC2)cc(C)c1-c1cccc(CO)c1. RXN SMILES: [Al+3:29].[H-:28].[H-:31].[H-:32].[H-:33].[Li+:30].[O:1]=[S:2]1(=[O:27])[CH2:3][CH2:4][CH:5]([O:8][c:9]2[cH:10][c:11]([CH3:26])[c:12](-[c:16]3[cH:17][c:18]([C:22](=[O:23])[O:24][CH3:25])[cH:19][cH:20][cH:21]3)[c:13]([CH3:15])[cH:14]2)[CH2:6][CH2:7]1.[O:34]1[CH2:35][CH2:36][CH2:37][CH2:38]1>>[O:1]=[S:2]1(=[O:27])[CH2:3][CH2:4][CH:5]([O:8][c:9]2[cH:10][c:11]([CH3:26])[c:12](-[c:16]3[cH:17][c:18]([CH2:22][OH:23])[cH:19][cH:20][cH:21]3)[c:13]([CH3:15])[cH:14]2)[CH2:6][CH2:7]1.